Task: describe an organic reaction: reactants, conditions, products, and yield. Dataset: the Open Reaction Database (ORD), a public repository of structured organic reaction records The reactants are CC(C)(C)OC(=O)COc1ccc(Cl)cc1-c1ccc(S(=O)(=O)c2ccccc2)cc1, ClCCl, O=C(O)C(F)(F)F. The product is O=C(O)COc1ccc(Cl)cc1-c1ccc(S(=O)(=O)c2ccccc2)cc1. Reaction SMILES: [Cl:1][c:2]1[cH:3][cH:4][c:5]([O:23][CH2:24][C:25](=[O:26])[O:27][C:28]([CH3:29])([CH3:30])[CH3:31])[c:6](-[c:8]2[cH:9][cH:10][c:11]([S:14](=[O:15])(=[O:16])[c:17]3[cH:18][cH:19][cH:20][cH:21][cH:22]3)[cH:12][cH:13]2)[cH:7]1.[Cl:39][CH2:40][Cl:41].[F:32][C:33]([F:34])([F:35])[C:36]([OH:37])=[O:38]>>[Cl:1][c:2]1[cH:3][cH:4][c:5]([O:23][CH2:24][C:25](=[O:26])[OH:27])[c:6](-[c:8]2[cH:9][cH:10][c:11]([S:14](=[O:15])(=[O:16])[c:17]3[cH:18][cH:19][cH:20][cH:21][cH:22]3)[cH:12][cH:13]2)[cH:7]1.